Dataset: the Open Reaction Database (ORD), a public repository of structured organic reaction records. Task: describe an organic reaction: reactants, conditions, products, and yield The reactants are N#CC(C(=O)O)=C(c1ccc(F)cc1)c1ccc(F)cc1, ClCCl, O=C(Cl)C(=O)Cl. The product is N#CC(C(=O)Cl)=C(c1ccc(F)cc1)c1ccc(F)cc1. Reaction SMILES: [C:1](#[N:2])[C:3]([C:4](=[O:5])[OH:6])=[C:7]([c:8]1[cH:9][cH:10][c:11]([F:14])[cH:12][cH:13]1)[c:15]1[cH:16][cH:17][c:18]([F:21])[cH:19][cH:20]1.[CH2:28]([Cl:29])[Cl:30].[Cl:22][C:23]([C:24]([Cl:25])=[O:26])=[O:27]>>[C:1](#[N:2])[C:3]([C:4](=[O:5])[Cl:22])=[C:7]([c:8]1[cH:9][cH:10][c:11]([F:14])[cH:12][cH:13]1)[c:15]1[cH:16][cH:17][c:18]([F:21])[cH:19][cH:20]1. The reactants are P(=O)(Br)(Br)Br (POBr3), OCC1=CC=C(C=C1)C=1C=C2C=CC(=NC2=C(C1)P(OCC)(OCC)=O)C (Diethyl 6-[4-(hydroxymethyl)phenyl]-2-methyl-8-quinolylphosphonate), O (H2O). Run in C(Cl)Cl (CH2Cl2), CN(C)C=O (DMF). Reaction conditions: time 0.5 hour. Product: BrCC1=CC=C(C=C1)C=1C=C2C=CC(=NC2=C(C1)P(OCC)(OCC)=O)C (diethyl 6-[4-(bromomethyl)phenyl]-2-methyl-8-quinolylphosphonate). Yield: 90.9%. Reaction SMILES: P(Br)(Br)([Br:3])=O.O[CH2:7][C:8]1[CH:13]=[CH:12][C:11]([C:14]2[CH:15]=[C:16]3[C:21](=[C:22]([P:24](=[O:31])([O:28][CH2:29][CH3:30])[O:25][CH2:26][CH3:27])[CH:23]=2)[N:20]=[C:19]([CH3:32])[CH:18]=[CH:17]3)=[CH:10][CH:9]=1.O>C(Cl)Cl.CN(C=O)C>[Br:3][CH2:7][C:8]1[CH:13]=[CH:12][C:11]([C:14]2[CH:15]=[C:16]3[C:21](=[C:22]([P:24](=[O:31])([O:28][CH2:29][CH3:30])[O:25][CH2:26][CH3:27])[CH:23]=2)[N:20]=[C:19]([CH3:32])[CH:18]=[CH:17]3)=[CH:10][CH:9]=1. Procedure: To a solution of POBr3 (150 mg, 0.39 mmol) in CH2Cl2 (4 mL) and DMF (2 mL) was added the product of step 2 (150 mg, 0.39 mmol). The mixture was stirred at r.t. for 0.5 h. H2O was added and the mixture was extracted with EtOAc. The combined organic extracts were washed with brine, dried (anhyd. MgSO4) and concentrated in vacuo. The residue was purified by chromatography on silica gel to give 159 mg (91%) of the title compound. Procedure: A solution of 3 g (0.13 gram atom) of sodium in 50 ml of methanol were added dropwise at 0°-5° within 20 minutes to a solution, cooled to 0°, of 16.1 g (152 mmol) of benzaldehyde and 20.0 g (140 mmol) of methyl dichloroacetate in 50 ml of ether. Thereafter, the reaction mixture was stirred at 0°-5° for a further 1.5 hours, then diluted with 100 ml of ethyl acetate and extracted with saturated sodium chloride solution. The organic phase was dried over magnesium sulfate and evaporated. The residue... Reaction SMILES: [Na].[CH:2](=[O:9])[C:3]1[CH:8]=[CH:7][CH:6]=[CH:5][CH:4]=1.Cl[CH:11](Cl)[C:12]([O:14][CH3:15])=[O:13].[NH2:17][C:18]([NH2:20])=O>CO.CCOCC.C(OCC)(=O)C>[NH2:20][C:18]1[O:9][C:2]([C:3]2[CH:8]=[CH:7][CH:6]=[CH:5][CH:4]=2)=[C:11]([C:12]([O:14][CH3:15])=[O:13])[N:17]=1 |^1:0|. The reactants are NC(=O)N (urea), [Na] (sodium), C(C1=CC=CC=C1)=O (benzaldehyde), ClC(C(=O)OC)Cl (methyl dichloroacetate). Reaction conditions: time 1.5 hour. Solvent: C(C)(=O)OCC (ethyl acetate), CO (methanol), CCOCC (ether). Yield: 19.2%. The product is NC=1OC(=C(N1)C(=O)OC)C1=CC=CC=C1 (methyl 2-amino-5-phenyl-4-oxazolecarboxylate). Starting materials: CCO, O=C(CN1C(=O)c2ccccc2C1=O)N1CCN(C(=O)c2cc(C(F)(F)F)cc(C(F)(F)F)c2)C(Cc2c[nH]c3ccccc23)C1, NN, O. Yields the product NCC(=O)N1CCN(C(=O)c2cc(C(F)(F)F)cc(C(F)(F)F)c2)C(Cc2c[nH]c3ccccc23)C1. As a reaction SMILES: [CH3:50][CH2:51][OH:52].[F:1][C:2]([c:3]1[cH:4][c:5]([C:6](=[O:7])[N:8]2[CH:9]([CH2:28][c:29]3[cH:30][nH:31][c:32]4[cH:33][cH:34][cH:35][cH:36][c:37]34)[CH2:10][N:11]([C:14](=[O:15])[CH2:16][N:17]3[C:18](=[O:19])[c:20]4[cH:21][cH:22][cH:23][cH:24][c:25]4[C:26]3=[O:27])[CH2:12][CH2:13]2)[cH:38][c:39]([C:41]([F:42])([F:43])[F:44])[cH:40]1)([F:45])[F:46].[NH2:48][NH2:49].[OH2:47]>>[F:1][C:2]([c:3]1[cH:4][c:5]([C:6](=[O:7])[N:8]2[CH:9]([CH2:28][c:29]3[cH:30][nH:31][c:32]4[cH:33][cH:34][cH:35][cH:36][c:37]34)[CH2:10][N:11]([C:14](=[O:15])[CH2:16][NH2:17])[CH2:12][CH2:13]2)[cH:38][c:39]([C:41]([F:42])([F:43])[F:44])[cH:40]1)([F:45])[F:46].